This data is from the Open Reaction Database (ORD), a public repository of structured organic reaction records. The task is: describe an organic reaction: reactants, conditions, products, and yield The reactants are CC1(CO)COCCN1Cc1ccccc1, CI, CCOC(C)=O, [H-], [Na+], C1CCOC1, O. Product: COCC1(C)COCCN1Cc1ccccc1. As a reaction SMILES: [CH2:1]([c:2]1[cH:3][cH:4][cH:5][cH:6][cH:7]1)[N:8]1[C:9]([CH3:14])([CH2:15][OH:16])[CH2:10][O:11][CH2:12][CH2:13]1.[CH3:19][I:20].[CH3:21][CH2:22][O:23][C:24](=[O:25])[CH3:26].[H-:17].[Na+:18].[O:27]1[CH2:28][CH2:29][CH2:30][CH2:31]1.[OH2:32]>>[CH2:1]([c:2]1[cH:3][cH:4][cH:5][cH:6][cH:7]1)[N:8]1[C:9]([CH3:14])([CH2:15][O:16][CH3:21])[CH2:10][O:11][CH2:12][CH2:13]1. Reactants: OO (hydrogen peroxide), C(=O)OO (performic acid), CN1N=NN=C1S(=O)(=O)CCCCS(=O)C1=NN=NN1C (4-(1-Methyl-1,2,3,4-tetrazol-5-yl)sulfinylbutyl 1-methyl-1,2,3,4-tetrazol-5-yl sulfone), S(=O)(O)[O-].[Na+] (Sodium hydrogensulfite). Run in C(=O)O (formic acid), O (Water). Run at time 5 hour. Product: CN1N=NN=C1S(=O)(=O)CCCCS(=O)(=O)C1=NN=NN1C (4-(1-methyl-1,2,3,4-tetrazol-5-yl)sulfonylbutyl 1-methyl-1,2,3,4-tetrazol-5-yl sulfone). As a reaction SMILES: [CH3:1][N:2]1[C:6]([S:7]([CH2:10][CH2:11][CH2:12][CH2:13][S:14]([C:16]2[N:20]([CH3:21])[N:19]=[N:18][N:17]=2)=[O:15])(=[O:9])=[O:8])=[N:5][N:4]=[N:3]1.OO.S([O-])(O)=[O:25].[Na+].C(OO)=O>C(O)=O.O>[CH3:1][N:2]1[C:6]([S:7]([CH2:10][CH2:11][CH2:12][CH2:13][S:14]([C:16]2[N:20]([CH3:21])[N:19]=[N:18][N:17]=2)(=[O:25])=[O:15])(=[O:8])=[O:9])=[N:5][N:4]=[N:3]1 |f:2.3|. Reported procedure: 4-(1-Methyl-1,2,3,4-tetrazol-5-yl)sulfinylbutyl 1-methyl-1,2,3,4-tetrazol-5-yl sulfone (3.2 g) is dissolved in formic acid (30 ml), and thereto is added with stirring 30% hydrogen peroxide (2.3 g) at room temperature, and the mixture is stirred for 5 hours. Sodium hydrogensulfite is added to the mixture under ice-cooling in order to decompose excess performic acid. Water is added to the mixture and the precipitated crystals are collected by filtration and recrystallized from N,N-dimethylformamid...